This data is from the Open Reaction Database (ORD), a public repository of structured organic reaction records. The task is: describe an organic reaction: reactants, conditions, products, and yield The reactants are C(C1=CC=CC=C1)N1CC2=CC=C(C=C2C1)C1(COC1)O (3-(2-benzyl-2,3-dihydro-1H-isoindol-5-yl)-oxetan-3-ol), [H][H] (hydrogen). The product is C1NCC2=CC(=CC=C12)C1(COC1)O (3-(2,3-Dihydro-1H-isoindol-5-yl)-oxetan-3-ol). RXN SMILES: C([N:8]1[CH2:16][C:15]2[C:10](=[CH:11][CH:12]=[C:13]([C:17]3([OH:21])[CH2:20][O:19][CH2:18]3)[CH:14]=2)[CH2:9]1)C1C=CC=CC=1.[H][H]>>[CH2:9]1[C:10]2[C:15](=[CH:14][C:13]([C:17]3([OH:21])[CH2:18][O:19][CH2:20]3)=[CH:12][CH:11]=2)[CH2:16][NH:8]1. Procedure: Prepared in analogy to Example A62(c) from 3-(2-benzyl-2,3-dihydro-1H-isoindol-5-yl)-oxetan-3-ol and hydrogen. Brown solid. MS (m/e): 192.3 ([M+H]+, 100%).